Dataset: the Open Reaction Database (ORD), a public repository of structured organic reaction records. Task: describe an organic reaction: reactants, conditions, products, and yield The reactants are C(C)(C)(C)OC(=O)N1C[C@H](CC1)[C@@H](CN=[N+]=[N-])OC1=CC=C(C=C1)C(F)(F)F ((S)-3-[(S)-2-Azido-1-(4-trifluoromethylphenoxy)ethyl]pyrrolidine-1-carboxylic acid t-butyl ester), C (carbon black), O (H2O). Reagents/catalysts: [Pd] (Pd/C), [Pd] (Palladium). Run in CCO (EtOH). Reaction conditions: time 1 hour. Yields the product C(C)(C)(C)OC(=O)N1C[C@H](CC1)[C@@H](CN)OC1=CC=C(C=C1)C(F)(F)F ((S)-3-[(S)-2-Amino-1-(4-trifluoromethylphenoxy)ethyl]pyrrolidine-1-carboxylic Acid t-Butyl Ester). Yield: 91.8%. Reaction SMILES: [C:1]([O:5][C:6]([N:8]1[CH2:12][CH2:11][C@H:10]([C@H:13]([O:18][C:19]2[CH:24]=[CH:23][C:22]([C:25]([F:28])([F:27])[F:26])=[CH:21][CH:20]=2)[CH2:14][N:15]=[N+]=[N-])[CH2:9]1)=[O:7])([CH3:4])([CH3:3])[CH3:2].C.O>[Pd].CCO>[C:1]([O:5][C:6]([N:8]1[CH2:12][CH2:11][C@H:10]([C@H:13]([O:18][C:19]2[CH:20]=[CH:21][C:22]([C:25]([F:28])([F:26])[F:27])=[CH:23][CH:24]=2)[CH2:14][NH2:15])[CH2:9]1)=[O:7])([CH3:4])([CH3:2])[CH3:3]. Procedure details: (S)-3-[(S)-2-Azido-1-(4-trifluoromethylphenoxy)ethyl]pyrrolidine-1-carboxylic acid t-butyl ester (2.10 g, 5.24 mmol) was combined with 10% Pd/C, Degussa type, wet 50% (0.05:0.45:0.5, Palladium:carbon black:H2O, 1.1 g, 520 μmol) and EtOH (240 mL). The mixture was stirred under an atmosphere of hydrogen (1 atm) at room temperature for 1 hour. The catalyst was then removed by filtration through Celite (MeOH wash) and the filtrate was concentrated to yield the title compound (1.8 g). Reactants: C1CCOC1, CCOC(C)=O, Clc1ncnc(Cl)n1, CC(N)C(=O)NCC(F)(F)F. Product: CC(Nc1ncnc(Cl)n1)C(=O)NCC(F)(F)F. As a reaction SMILES: [CH2:26]1[O:27][CH2:28][CH2:29][CH2:30]1.[CH3:20][CH2:21][O:22][C:23](=[O:24])[CH3:25].[Cl:1][c:2]1[n:3][cH:4][n:5][c:6]([Cl:8])[n:7]1.[NH2:9][CH:10]([C:11](=[O:12])[NH:13][CH2:14][C:15]([F:16])([F:17])[F:18])[CH3:19]>>[c:2]1([NH:9][CH:10]([C:11](=[O:12])[NH:13][CH2:14][C:15]([F:16])([F:17])[F:18])[CH3:19])[n:3][cH:4][n:5][c:6]([Cl:8])[n:7]1. Reactants: ClC1=NC(=NC(=C1C(C(=O)OC)CCC)C)N1CCCCC1 (methyl 2-(4-chloro-6-methyl-2-(piperidin-1-yl)pyrimidin-5-yl)pentanoate), C(C)(C)N(C(C)C)CC (N,N-diisopropylethylamine), FC1=C(C=C(C(=C1)F)F)B(O)O (2,4,5-trifluorophenylboronic acid). The reagents and catalysts are [Pd].C1(=CC=CC=C1)P(C1=CC=CC=C1)C1=CC=CC=C1.C1(=CC=CC=C1)P(C1=CC=CC=C1)C1=CC=CC=C1.C1(=CC=CC=C1)P(C1=CC=CC=C1)C1=CC=CC=C1.C1(=CC=CC=C1)P(C1=CC=CC=C1)C1=CC=CC=C1 (tetrakis(triphenylphosphine) palladium(0)). Run in COCCOC.O (DME water). Product: CC1=NC(=NC(=C1C(C(=O)OC)CCC)C1=C(C=C(C(=C1)F)F)F)N1CCCCC1 (Methyl 2-(4-methyl-2-(piperidin-1-yl)-6-(2,4,5-trifluorophenyl)pyrimidin-5-yl)pentanoate). Isolated yield 75.9%. As a reaction SMILES: Cl[C:2]1[C:7]([CH:8]([CH2:13][CH2:14][CH3:15])[C:9]([O:11][CH3:12])=[O:10])=[C:6]([CH3:16])[N:5]=[C:4]([N:17]2[CH2:22][CH2:21][CH2:20][CH2:19][CH2:18]2)[N:3]=1.C(N(CC)C(C)C)(C)C.[F:32][C:33]1[CH:38]=[C:37]([F:39])[C:36]([F:40])=[CH:35][C:34]=1B(O)O>COCCOC.O.[Pd].C1(P(C2C=CC=CC=2)C2C=CC=CC=2)C=CC=CC=1.C1(P(C2C=CC=CC=2)C2C=CC=CC=2)C=CC=CC=1.C1(P(C2C=CC=CC=2)C2C=CC=CC=2)C=CC=CC=1.C1(P(C2C=CC=CC=2)C2C=CC=CC=2)C=CC=CC=1>[CH3:16][C:6]1[C:7]([CH:8]([CH2:13][CH2:14][CH3:15])[C:9]([O:11][CH3:12])=[O:10])=[C:2]([C:34]2[CH:35]=[C:36]([F:40])[C:37]([F:39])=[CH:38][C:33]=2[F:32])[N:3]=[C:4]([N:17]2[CH2:22][CH2:21][CH2:20][CH2:19][CH2:18]2)[N:5]=1 |f:3.4,5.6.7.8.9|. Procedure details: This compound was prepared according to general method E from methyl 2-(4-chloro-6-methyl-2-(piperidin-1-yl)pyrimidin-5-yl)pentanoate (0.081 g; 0.25 mmol), tetrakis(triphenylphosphine) palladium(0) (0.029 g; 0.025 mmol), N,N-diisopropylethylamine (0.172 mL; 1.00 mmol) and 2,4,5-trifluorophenylboronic acid (0.088 g; 0.500 mmol) in DME-water (1 mL) for 20 min. Purification by flash-chromatography on silica gel using a gradient of ethyl acetate (1-10%) in heptane furnished 0.080 g (76%) of the titl... Reactants: ClCCCl, CN(C)c1ccncc1, Nc1cc(N2CCNCC2)c(Cl)cc1[N+](=O)[O-], ClCCl, Cc1onc(-c2cccc3ccccc23)c1C(=O)O. The product is Cc1onc(-c2cccc3ccccc23)c1C(=O)N1CCN(c2cc(N)c([N+](=O)[O-])cc2Cl)CC1. RXN SMILES: [CH2:37]([Cl:38])[CH2:39][Cl:40].[CH3:41][N:42]([c:43]1[cH:44][cH:45][n:46][cH:47][cH:48]1)[CH3:49].[Cl:20][c:21]1[cH:22][c:23]([N+:34](=[O:35])[O-:36])[c:24]([NH2:25])[cH:26][c:27]1[N:28]1[CH2:29][CH2:30][NH:31][CH2:32][CH2:33]1.[Cl:50][CH2:51][Cl:52].[c:1]1(-[c:11]2[n:12][o:13][c:14]([CH3:19])[c:15]2[C:16](=[O:17])[OH:18])[cH:2][cH:3][cH:4][c:5]2[cH:6][cH:7][cH:8][cH:9][c:10]12>>[c:1]1(-[c:11]2[n:12][o:13][c:14]([CH3:19])[c:15]2[C:16](=[O:17])[N:31]2[CH2:30][CH2:29][N:28]([c:27]3[c:21]([Cl:20])[cH:22][c:23]([N+:34](=[O:35])[O-:36])[c:24]([NH2:25])[cH:26]3)[CH2:33][CH2:32]2)[cH:2][cH:3][cH:4][c:5]2[cH:6][cH:7][cH:8][cH:9][c:10]12. Starting materials: aqueous solution, [NH4+].[Cl-] (NH4Cl), C[Si](C)(C)Cl (trimethylsilyl chloride), solution, C(C)Br.[Mg] (magnesium ethyl bromide), BrC1=CC(=CC=C1)C#C (1-bromo-3-ethynylbenzene). Run in O1CCCC1 (tetrahydrofuran). Reaction conditions: temperature 25 celsius, time 15 minute. Product: C[Si](C)(C)C#CC=1C=C(C=CC1)Br (3-(trimethylsilylethynyl)bromobenzene). Reaction SMILES: [Br:1][C:2]1[CH:7]=[CH:6][CH:5]=[C:4]([C:8]#[CH:9])[CH:3]=1.C(Br)C.[Mg].[CH3:14][Si:15](Cl)([CH3:17])[CH3:16].[NH4+].[Cl-]>O1CCCC1>[CH3:14][Si:15]([C:9]#[C:8][C:4]1[CH:3]=[C:2]([Br:1])[CH:7]=[CH:6][CH:5]=1)([CH3:17])[CH3:16] |f:1.2,4.5|. Procedure: Under an inert atmosphere, 9.5 g of the compound of Step A were introduced into 100 g of tetrahydrofuran, and at 25° C.±3° C., over 15 minutes, 69 ml of a 0.8M solution of magnesium ethyl bromide were added, with stirring for 15 minutes at 25° C. Then, over 2 minutes and without cooling, 8 ml of trimethylsilyl chloride were added with stirring for 30 minutes at 25° C. The reaction mixture was poured into a 2M aqueous solution of NH4Cl and was extracted with ether, dried, filtered, and the filtra... Reactants: C(#N)C=1C=C(C=CC1)CC(=O)O ((3-cyanophenyl)acetic acid), Cl (hydrochloric acid), C(C)O (ethanol). Reagents/catalysts: [Pd] (palladium on charcoal). Yields the product Cl.NCC=1C=C(C=CC1)CC(=O)OCC (Ethyl [3-(aminomethyl)phenyl]acetate hydrochloride). As a reaction SMILES: [C:1]([C:3]1[CH:4]=[C:5]([CH2:9][C:10]([OH:12])=[O:11])[CH:6]=[CH:7][CH:8]=1)#[N:2].[ClH:13].[CH2:14](O)[CH3:15]>[Pd]>[ClH:13].[NH2:2][CH2:1][C:3]1[CH:4]=[C:5]([CH2:9][C:10]([O:12][CH2:14][CH3:15])=[O:11])[CH:6]=[CH:7][CH:8]=1 |f:4.5|. Reported procedure: A mixture of (3-cyanophenyl)acetic acid (3 g, 18.6 mmol), 10% palladium on charcoal (300 mgs) and conc. hydrochloric acid (3 eqs, 4.6 mls, 55.8 mmol) in ethanol (100 mls) was subject to an atmosphere of hydrogenation overnight. The resulting mixture was filtered through hyflo and the catalyst washed thoroughly with ethanol. The solvent was then evaporated in vacuo to give a crunchy white solid. This was triturated with ether, filtered off and dried to afford a white solid (2.76 g). 1H-NMR (400 M...